This data is from the Open Reaction Database (ORD), a public repository of structured organic reaction records. The task is: describe an organic reaction: reactants, conditions, products, and yield The reactants are N[C@@H](C(C(=O)OCC1=CC=CC=C1)(C)C)C1=NC2=C(N1)C=CC(=C2)C(C)(C)C (benzyl (3S)-3-amino-3-(5-tert-butyl-1H-benzimidazol-2-yl)-2,2-dimethylpropanoate), N (NH3). Solvent: C1CCOC1 (THF). Conditions: time 24 hour. The product is N[C@@H](C(C(=O)N)(C)C)C1=NC2=C(N1)C=CC(=C2)C(C)(C)C ((3S)-3-Amino-3-(5-tert-butyl-1H-benzimidazol-2-yl)-2,2-dimethylpropanamide). The yield is 30.0%. RXN SMILES: [NH2:1][C@H:2]([C:16]1[NH:20][C:19]2[CH:21]=[CH:22][C:23]([C:25]([CH3:28])([CH3:27])[CH3:26])=[CH:24][C:18]=2[N:17]=1)[C:3]([CH3:15])([CH3:14])[C:4]([O:6]CC1C=CC=CC=1)=O.[NH3:29]>C1COCC1>[NH2:1][C@H:2]([C:16]1[NH:20][C:19]2[CH:21]=[CH:22][C:23]([C:25]([CH3:28])([CH3:26])[CH3:27])=[CH:24][C:18]=2[N:17]=1)[C:3]([CH3:14])([CH3:15])[C:4]([NH2:29])=[O:6]. Reported procedure: To a solution of benzyl (3S)-3-amino-3-(5-tert-butyl-1H-benzimidazol-2-yl)-2,2-dimethylpropanoate (Preparation 13, 150 mg, 0.312 mmol) in THF (10 mL) was added freshly condensed liquid NH3 (20 mL) at −78° C. and the reaction was stirred at room temperature for 24 hours. The reaction mixture was evaporated and purified by preparative TLC eluting with 70% EtOAc in petroleum ether. The residue was dissolved in dioxane (6 mL), cooled to 0° C. and treated with 2N HCl in dioxane (4 mL). The reaction w...